From a dataset of the Open Reaction Database (ORD), a public repository of structured organic reaction records. describe an organic reaction: reactants, conditions, products, and yield Starting materials: [Cu]C#N (copper(I) cyanide), [C-]#N.[K+] (potassium cyanide), NC=1C(=C(C(=C(C(=O)O)C1I)I)CO)I (5-amino-3-hydroxymethyl-2,4,6-triiodobenzoic acid), S(O)(O)(=O)=O (sulfuric acid), N(=O)[O-].[Na+] (sodium nitrite), Cl (hydrochloric acid), [OH-].[Na+] (sodium hydroxide), S(O)(O)(=O)=O (sulfuric acid), [OH-].[Na+] (sodium hydroxide). Run in O (water), O (water), O (water). Run at time 2 hour. Yields the product C(#N)C=1C(=C(C(=C(C(=O)O)C1I)I)CO)I (5-cyano-3-hydroxymethyl-2,4,6-triiodobenzoic acid). The yield is 81.0%. RXN SMILES: N[C:2]1[C:3]([I:15])=[C:4]([CH2:13][OH:14])[C:5]([I:12])=[C:6]([C:10]=1[I:11])[C:7]([OH:9])=[O:8].[OH-].[Na+].S(=O)(=O)(O)O.N([O-])=O.[Na+].[Cu][C:28]#[N:29].[C-]#N.[K+].Cl>O>[C:28]([C:2]1[C:3]([I:15])=[C:4]([CH2:13][OH:14])[C:5]([I:12])=[C:6]([C:10]=1[I:11])[C:7]([OH:9])=[O:8])#[N:29] |f:1.2,4.5,7.8|. Reported procedure: 171 g of 5-amino-3-hydroxymethyl-2,4,6-triiodobenzoic acid is suspended in 3 1 of water and dissolved by adding dilute sodium hydroxide solution. Then a pH of 2.5 is set by the addition of semiconcentrated sulfuric acid, and under cooling a solution of 28 g of sodium nitrite in 96 ml of water is added dropwise within 20 minutes in such a way that the reaction temperature ranges between 0° and +5° C. Thereafter the pH value is again set at 2.5 with semiconcentrated sulfuric acid, and the mixture ... Reactants: C(=C)OCCONC(=O)C=1C(=C2C=NNC2=CC1)NC1=C(C=C(C=C1)Br)F (4-(4-bromo-2-fluorophenylamino)-1H-indazole-5-carboxylic acid (2-vinyloxy-ethoxy)-amide), Cl (hydrochloric acid). Run in CO (methanol). Conditions: time 30 minute. Yields the product OCCONC(=O)C=1C(=C2C=NNC2=CC1)NC1=C(C=C(C=C1)Br)F (4-(4-Bromo-2-fluoro-phenylamino)-1H-indazole-5-carboxylic acid (2-hydroxy-ethoxy)-amide), solid. Yield: 55.0%. RXN SMILES: C([O:3][CH2:4][CH2:5][O:6][NH:7][C:8]([C:10]1[C:11]([NH:19][C:20]2[CH:25]=[CH:24][C:23]([Br:26])=[CH:22][C:21]=2[F:27])=[C:12]2[C:16](=[CH:17][CH:18]=1)[NH:15][N:14]=[CH:13]2)=[O:9])=C.Cl>CO>[OH:3][CH2:4][CH2:5][O:6][NH:7][C:8]([C:10]1[C:11]([NH:19][C:20]2[CH:25]=[CH:24][C:23]([Br:26])=[CH:22][C:21]=2[F:27])=[C:12]2[C:16](=[CH:17][CH:18]=1)[NH:15][N:14]=[CH:13]2)=[O:9]. Procedure: To a solution of 4-(4-bromo-2-fluorophenylamino)-1H-indazole-5-carboxylic acid (2-vinyloxy-ethoxy)-amide (96 mg, 0.22 mmol) in methanol (5 mL) was added hydrochloric acid (1 mL, 1N, 1 mmol). The reaction was stirred at room temperature for 30 minutes before being concentrated in vacuo. The resultant residue was dissolved in methanol (2 mL) and a few drops of water added causing the product to precipitate. The product was collected by filtration and dried in vacuo to yield the title compound as a... Yields the product FC1=CC=C(C=C1)N1N=C(C(=C1)OC)C(=O)Cl (1-(4-fluorophenyl)-4-methoxy-pyrazole-3-carbonyl chloride). RXN SMILES: [F:1][C:2]1[CH:7]=[CH:6][C:5]([N:8]2[CH:12]=[C:11]([O:13][CH3:14])[C:10]([C:15]([OH:17])=O)=[N:9]2)=[CH:4][CH:3]=1.S(Cl)([Cl:20])=O>>[F:1][C:2]1[CH:7]=[CH:6][C:5]([N:8]2[CH:12]=[C:11]([O:13][CH3:14])[C:10]([C:15]([Cl:20])=[O:17])=[N:9]2)=[CH:4][CH:3]=1. Procedure details: E2 (100 mg, 0.42 mmol, 1.0 eq.) was heated in thionyl chloride (1 mL) for 4 h under reflux. Solvent was removed in vacuo and the crude material was resolved in dry toluene and evaporated under reduced pressure again to yield E3. The crude material was used in the next step without further purification. Reactants: FC1=CC=C(C=C1)N1N=C(C(=C1)OC)C(=O)O (1-(4-fluorophenyl)-4-methoxy-pyrazole-3-carboxylic acid), S(=O)(Cl)Cl (thionyl chloride).